From a dataset of the Open Reaction Database (ORD), a public repository of structured organic reaction records. describe an organic reaction: reactants, conditions, products, and yield The reactants are [BH4-], O=C1CC2CCC(C1)N2Cc1ccc(Br)cc1, CO, [Na+], O. Yields the product OC1CC2CCC(C1)N2Cc1ccc(Br)cc1. RXN SMILES: [BH4-:1].[Br:3][c:4]1[cH:5][cH:6][c:7]([CH2:8][N:9]2[CH:10]3[CH2:11][C:12](=[O:17])[CH2:13][CH:14]2[CH2:15][CH2:16]3)[cH:18][cH:19]1.[CH3:20][OH:21].[Na+:2].[OH2:22]>>[Br:3][c:4]1[cH:5][cH:6][c:7]([CH2:8][N:9]2[CH:10]3[CH2:11][CH:12]([OH:17])[CH2:13][CH:14]2[CH2:15][CH2:16]3)[cH:18][cH:19]1. Starting materials: Cc1ccc(N)cc1, Cc1ccccc1, O=C(Cl)Cl, COC(=O)c1[nH]c(C(C)(C)C)cc1N, c1ccncc1. Yields the product COC(=O)c1[nH]c(C(C)(C)C)cc1NC(=O)Nc1ccc(C)cc1. As a reaction SMILES: [CH3:25][c:26]1[cH:27][cH:28][c:29]([NH2:30])[cH:31][cH:32]1.[CH3:33][c:34]1[cH:35][cH:36][cH:37][cH:38][cH:39]1.[Cl:21][C:22]([Cl:23])=[O:24].[NH2:1][c:2]1[c:3]([C:11](=[O:12])[O:13][CH3:14])[nH:4][c:5]([C:7]([CH3:8])([CH3:9])[CH3:10])[cH:6]1.[cH:15]1[cH:16][cH:17][n:18][cH:19][cH:20]1>>[NH:1]([c:2]1[c:3]([C:11](=[O:12])[O:13][CH3:14])[nH:4][c:5]([C:7]([CH3:8])([CH3:9])[CH3:10])[cH:6]1)[C:22](=[O:24])[NH:30][c:29]1[cH:28][cH:27][c:26]([CH3:25])[cH:32][cH:31]1. Reactants: BrB(Br)Br, CCOC(=O)C1Cc2ccc(OC)c(C)c2C1, CO, ClCCl. Yields the product CCOC(=O)C1Cc2ccc(O)c(C)c2C1. RXN SMILES: [B:18]([Br:19])([Br:20])[Br:21].[CH3:1][O:2][c:3]1[c:4]([CH3:17])[c:5]2[c:9]([cH:10][cH:11]1)[CH2:8][CH:7]([C:12](=[O:13])[O:14][CH2:15][CH3:16])[CH2:6]2.[CH3:22][OH:23].[Cl:24][CH2:25][Cl:26]>>[OH:2][c:3]1[c:4]([CH3:17])[c:5]2[c:9]([cH:10][cH:11]1)[CH2:8][CH:7]([C:12](=[O:13])[O:14][CH2:15][CH3:16])[CH2:6]2. Starting materials: N1C(=NC2=C1C=CC=C2)S(=O)C2=C(C=CC=C2)N (2-(1H-Benzimidazol-2-yl sulphinyl)benzenamine), CI (methyl iodide), C([O-])([O-])=O.[K+].[K+] (potassium carbonate), O (water). The solvent is CN(C=O)C (dimethylformamide). The product is CN1C(=NC2=C1C=CC=C2)S(=O)C2=C(C=CC=C2)N (2-(1-Methyl-1H-benzimidazol-2-yl sulphinyl)benzenamine). Yield: 86.8%. RXN SMILES: [NH:1]1[C:5]2[CH:6]=[CH:7][CH:8]=[CH:9][C:4]=2[N:3]=[C:2]1[S:10]([C:12]1[CH:17]=[CH:16][CH:15]=[CH:14][C:13]=1[NH2:18])=[O:11].CI.[C:21](=O)([O-])[O-].[K+].[K+].O>CN(C)C=O>[CH3:21][N:1]1[C:5]2[CH:6]=[CH:7][CH:8]=[CH:9][C:4]=2[N:3]=[C:2]1[S:10]([C:12]1[CH:17]=[CH:16][CH:15]=[CH:14][C:13]=1[NH2:18])=[O:11] |f:2.3.4|. Procedure: 2-(1H-Benzimidazol-2-yl sulphinyl)benzenamine (850 mg, 3.31 mmole) in dimethylformamide (16 ml) and methyl iodide (515 mg, 3.63 mmole) were stirred at room temperature for 6 hours in a stoppered flask in the presence of potassium carbonate (1.66 g, 12 mmole). The mixture was poured into water and extracted with ethyl acetate (3×). The combined extracts were washed with water (3×), dried (anhydrous sodium sulphate) and evaporated to give a pale grey solid which was triturated with ether to give t... The reactants are [N-]=[N+]=[N-].[Na+] (NaN3), C(#N)C1=CC=C(CC23C(N(C(N3CCC2)=O)C2=CC(=CC(=C2)Cl)Cl)=O)C=C1 (5-(4-Cyanobenzyl)-3-(3,5-dichlorophenyl)-1,3-diazabicyclo[3.3.0]octane-2,4-dione). Solvent: CN(C)C=O (DMF). Run at temperature 140 celsius. Yields the product N1N=NN=C1C1=CC=C(CC23C(N(C(N3CCC2)=O)C2=CC(=CC(=C2)Cl)Cl)=O)C=C1 (5-[4-(5-tetrazolyl)benzyl)-3-(3,5-dichlorophenyl)-1,3-diazabicyclo[3.3.0]octane-2,4-dione). Yield: 17.8%. RXN SMILES: [N-:1]=[N+:2]=[N-:3].[Na+].[C:5]([C:7]1[CH:31]=[CH:30][C:10]([CH2:11][C:12]23[CH2:19][CH2:18][CH2:17][N:16]2[C:15](=[O:20])[N:14]([C:21]2[CH:26]=[C:25]([Cl:27])[CH:24]=[C:23]([Cl:28])[CH:22]=2)[C:13]3=[O:29])=[CH:9][CH:8]=1)#[N:6]>CN(C=O)C>[NH:1]1[C:5]([C:7]2[CH:8]=[CH:9][C:10]([CH2:11][C:12]34[CH2:19][CH2:18][CH2:17][N:16]3[C:15](=[O:20])[N:14]([C:21]3[CH:22]=[C:23]([Cl:28])[CH:24]=[C:25]([Cl:27])[CH:26]=3)[C:13]4=[O:29])=[CH:30][CH:31]=2)=[N:6][N:3]=[N:2]1 |f:0.1|. Procedure details: NaN3 (64.5 mg) was added to a solution of Example 21 (137 mg) in DMF (3 mL). The reaction mixture was sealed and heated at 140° C. for 72 hours. The reaction mixture was cooled to room temperature and the solvent removed under reduced pressure. The residue was purified by HPLC (18C-Waters 40×210 mm, 1% HOAc/CH3CN gradient) to provide the titled compound (27 mg). MS (m/z) 457 (MH+). mp. 194.8° C. The reactants are N#Cc1ncc(Br)cc1[N+](=O)[O-], Oc1ccc(F)cc1, [H-], [Na+], CN(C)C=O, O. Product: N#Cc1ncc(Br)cc1Oc1ccc(F)cc1. As a reaction SMILES: [Br:16][c:17]1[cH:18][c:19]([N+:25]([O-:26])=[O:27])[c:20]([C:23]#[N:24])[n:21][cH:22]1.[F:1][c:2]1[cH:3][cH:4][c:5]([OH:8])[cH:6][cH:7]1.[H-:14].[Na+:15].[O:9]=[CH:10][N:11]([CH3:12])[CH3:13].[OH2:28]>>[F:1][c:2]1[cH:3][cH:4][c:5]([O:8][c:19]2[cH:18][c:17]([Br:16])[cH:22][n:21][c:20]2[C:23]#[N:24])[cH:6][cH:7]1. The reactants are NCC=CCOc1cc(CN2CCCC2)ccn1, O=C1CSCCO1. Yields the product O=C(CSCCO)NCC=CCOc1cc(CN2CCCC2)ccn1. As a reaction SMILES: [N:1]1([CH2:6][c:7]2[cH:8][c:9]([O:13][CH2:14][CH:15]=[CH:16][CH2:17][NH2:18])[n:10][cH:11][cH:12]2)[CH2:2][CH2:3][CH2:4][CH2:5]1.[O:19]1[C:20](=[O:25])[CH2:21][S:22][CH2:23][CH2:24]1>>[N:1]1([CH2:6][c:7]2[cH:8][c:9]([O:13][CH2:14][CH:15]=[CH:16][CH2:17][NH:18][C:20]([CH2:21][S:22][CH2:23][CH2:24][OH:19])=[O:25])[n:10][cH:11][cH:12]2)[CH2:2][CH2:3][CH2:4][CH2:5]1.